Task: describe an organic reaction: reactants, conditions, products, and yield. Dataset: the Open Reaction Database (ORD), a public repository of structured organic reaction records As a reaction SMILES: Cl[CH:2]([CH3:6])[CH2:3][CH2:4][OH:5].[NH:7]1[CH2:12][CH2:11][O:10][CH2:9][CH2:8]1>>[N:7]1([CH:2]([CH3:6])[CH2:3][CH2:4][OH:5])[CH2:12][CH2:11][O:10][CH2:9][CH2:8]1. Procedure details: In a manner similar to Preparation 1, react 3-chloro-1-butanol with morpholine to obtain the title compound. Product: N1(CCOCC1)C(CCO)C (3-(Morpholin-4-yl)-1-butanol). The reactants are ClC(CCO)C (3-chloro-1-butanol), N1CCOCC1 (morpholine). Starting materials: [N+](=O)([O-])C=1C=C(C=CC1)O (3-Nitro-phenol), BrCC=1C=C(C#N)C=CC1 (3-bromomethyl-benzonitrile), BrCC1=CC(=CC=C1)F (1-bromomethyl-3-fluoro-benzene). Yields the product NC=1C=C(OCC=2C=C(C#N)C=CC2)C=CC1 (3-(3-Amino-phenoxymethyl)-benzonitrile). RXN SMILES: [N+:1]([C:4]1[CH:5]=[C:6]([OH:10])[CH:7]=[CH:8][CH:9]=1)([O-])=O.Br[CH2:12][C:13]1[CH:14]=[C:15]([CH:18]=[CH:19][CH:20]=1)[C:16]#[N:17].BrCC1C=CC=C(F)C=1>>[NH2:1][C:4]1[CH:5]=[C:6]([CH:7]=[CH:8][CH:9]=1)[O:10][CH2:12][C:13]1[CH:14]=[C:15]([CH:18]=[CH:19][CH:20]=1)[C:16]#[N:17]. Reported procedure: 3-Nitro-phenol was reacted with 3-bromomethyl-benzonitrile according to the procedure from Example 199A substituting 3-bromomethyl-benzonitrile for 1-bromomethyl-3-fluoro-benzene then reduced according to the procedure from Example 199B to provide the title compound. The reactants are N1(CCCCC1)CC=1C=C(OCCCNC(=S)NN)C=CC1 (N-[3-[3-(1-piperidinylmethyl)phenoxy]propyl]-hydrazine carbothioamide), ClC1=CC=C(C=C1)N=C=O (4-chlorophenyl isocyanate). Yields the product ClC1=CC=C(C=C1)NC(=O)NNC(=S)NCCCOC1=CC(=CC=C1)CN1CCCCC1 (N-4-Chlorophenyl-2-[[3-[3-(1-piperidinylmethyl)phenoxy]propyl]aminothioxomethyl]-hydrazine carboxamide). Reaction SMILES: [N:1]1([CH2:7][C:8]2[CH:9]=[C:10]([CH:20]=[CH:21][CH:22]=2)[O:11][CH2:12][CH2:13][CH2:14][NH:15][C:16]([NH:18][NH2:19])=[S:17])[CH2:6][CH2:5][CH2:4][CH2:3][CH2:2]1.[Cl:23][C:24]1[CH:29]=[CH:28][C:27]([N:30]=[C:31]=[O:32])=[CH:26][CH:25]=1>>[Cl:23][C:24]1[CH:29]=[CH:28][C:27]([NH:30][C:31]([NH:19][NH:18][C:16]([NH:15][CH2:14][CH2:13][CH2:12][O:11][C:10]2[CH:20]=[CH:21][CH:22]=[C:8]([CH2:7][N:1]3[CH2:6][CH2:5][CH2:4][CH2:3][CH2:2]3)[CH:9]=2)=[S:17])=[O:32])=[CH:26][CH:25]=1. Procedure details: The compound is prepared by a method analogous to that of Example 9 from N-[3-[3-(1-piperidinylmethyl)phenoxy]propyl]-hydrazine carbothioamide and 4-chlorophenyl isocyanate. The analytical values are summarized in Table I. The reactants are COC1=CC=C(CN2N=C(C=3C2=NC=CC3OC3=C(C=C(C=C3)NC(=O)C=3C(N(N=CC3)C3=CC=C(C=C3)F)=O)F)C3CCNCC3)C=C1 (N-(4-(1-(4-methoxybenzyl)-3-(piperidin-4-yl)-1H-pyrazolo[3,4-b]pyridin-4-yloxy)-3-fluorophenyl)-2-(4-fluorophenyl)-3-oxo-2,3-dihydropyridazine-4-carboxamide), C=O (formaldehyde), C(C)(=O)O[BH-](OC(C)=O)OC(C)=O.[Na+] (sodium triacetoxyborohydride). Run in C(Cl)Cl (CH2Cl2). Conditions: time 2 day. Product: FC=1C=C(C=CC1OC1=C2C(=NC=C1)N(N=C2C2CCN(CC2)C)CC2=CC=C(C=C2)OC)NC(=O)C=2C(N(N=CC2)C2=CC=C(C=C2)F)=O (N-(3-fluoro-4-(1-(4-methoxybenzyl)-3-(1-methylpiperidin-4-yl)-1H-pyrazolo[3,4-b]pyridin-4-yloxy)phenyl)-2-(4-fluorophenyl)-3-oxo-2,3-dihydropyridazine-4-carboxamide). Yield: 79.9%. Reaction SMILES: [CH3:1][O:2][C:3]1[CH:49]=[CH:48][C:6]([CH2:7][N:8]2[C:12]3=[N:13][CH:14]=[CH:15][C:16]([O:17][C:18]4[CH:23]=[CH:22][C:21]([NH:24][C:25]([C:27]5[C:28](=[O:40])[N:29]([C:33]6[CH:38]=[CH:37][C:36]([F:39])=[CH:35][CH:34]=6)[N:30]=[CH:31][CH:32]=5)=[O:26])=[CH:20][C:19]=4[F:41])=[C:11]3[C:10]([CH:42]3[CH2:47][CH2:46][NH:45][CH2:44][CH2:43]3)=[N:9]2)=[CH:5][CH:4]=1.C=O.[C:52](O[BH-](OC(=O)C)OC(=O)C)(=O)C.[Na+]>C(Cl)Cl>[F:41][C:19]1[CH:20]=[C:21]([NH:24][C:25]([C:27]2[C:28](=[O:40])[N:29]([C:33]3[CH:38]=[CH:37][C:36]([F:39])=[CH:35][CH:34]=3)[N:30]=[CH:31][CH:32]=2)=[O:26])[CH:22]=[CH:23][C:18]=1[O:17][C:16]1[CH:15]=[CH:14][N:13]=[C:12]2[N:8]([CH2:7][C:6]3[CH:5]=[CH:4][C:3]([O:2][CH3:1])=[CH:49][CH:48]=3)[N:9]=[C:10]([CH:42]3[CH2:47][CH2:46][N:45]([CH3:52])[CH2:44][CH2:43]3)[C:11]=12 |f:2.3|. Reported procedure: A round-bottomed flask was charged with N-(4-(1-(4-methoxybenzyl)-3-(piperidin-4-yl)-1H-pyrazolo[3,4-b]pyridin-4-yloxy)-3-fluorophenyl)-2-(4-fluorophenyl)-3-oxo-2,3-dihydropyridazine-4-carboxamide (20.0 mg, 0.0301 mmol), formaldehyde (0.905 mg, 0.0301 mmol), sodium triacetoxyborohydride (6.39 mg, 0.0301 mmol) and CH2Cl2 (10 mL). The reaction mixture was stirred at ambient temperature for 2 days. Then the reaction was partitioned between EtOAc and H2O. The phases were separated and the aqueous ph... The reactants are O=c1[nH]nc(Cl)c2cc(Br)ccc12, CC(C)(C)[O-], CCOC(C)=O, NCc1cccc(N2CCCC2)n1, [Na+], O=C(C=Cc1ccccc1)C=Cc1ccccc1, O=C(C=Cc1ccccc1)C=Cc1ccccc1, O=C(C=Cc1ccccc1)C=Cc1ccccc1, [Pd], [Pd]. Yields the product O=c1[nH]nc(Cl)c2cc(NCc3cccc(N4CCCC4)n3)ccc12. Reaction SMILES: [Br:1][c:2]1[cH:3][c:4]2[c:5]([Cl:13])[n:6][nH:7][c:8](=[O:12])[c:9]2[cH:10][cH:11]1.[CH3:27][C:28]([CH3:29])([O-:30])[CH3:31].[CH3:33][CH2:34][O:35][C:36]([CH3:37])=[O:38].[N:14]1([c:19]2[cH:20][cH:21][cH:22][c:23]([CH2:25][NH2:26])[n:24]2)[CH2:15][CH2:16][CH2:17][CH2:18]1.[Na+:32].[O:41]=[C:42]([CH:43]=[CH:44][c:45]1[cH:46][cH:47][cH:48][cH:49][cH:50]1)[CH:51]=[CH:52][c:53]1[cH:54][cH:55][cH:56][cH:57][cH:58]1.[O:59]=[C:60]([CH:61]=[CH:62][c:63]1[cH:64][cH:65][cH:66][cH:67][cH:68]1)[CH:69]=[CH:70][c:71]1[cH:72][cH:73][cH:74][cH:75][cH:76]1.[O:77]=[C:78]([CH:79]=[CH:80][c:81]1[cH:82][cH:83][cH:84][cH:85][cH:86]1)[CH:87]=[CH:88][c:89]1[cH:90][cH:91][cH:92][cH:93][cH:94]1.[Pd:39].[Pd:40]>>[c:2]1([NH:26][CH2:25][c:23]2[cH:22][cH:21][cH:20][c:19]([N:14]3[CH2:15][CH2:16][CH2:17][CH2:18]3)[n:24]2)[cH:3][c:4]2[c:5]([Cl:13])[n:6][nH:7][c:8](=[O:12])[c:9]2[cH:10][cH:11]1. Reactants: ClC1=C(C=CC(=C1)C(C)(C)C)O (2-chloro-4-tert-butylphenol), C1(=CC=CC=C1)O (phenol), [I-] (iodide), [I-] (iodide), COC(=O)C1(OC2=C(C1)C=C(C=C2)O)CC (2-Ethyl-5-hydroxy-2,3-dihydro-benzofuran-2-carboxylic acid methyl ester). Yields the product C(C)(C)(C)C1=CC(=C(OCCCOC=2C=CC3=C(CC(O3)(C(=O)O)CC)C2)C=C1)Cl (5-[3-(4-tert-Butyl-2-chloro-phenoxy)-propoxy]-2-ethyl-2,3-dihydro-benzofuran-2-carboxylic acid). As a reaction SMILES: [Cl:1][C:2]1[CH:7]=[C:6]([C:8]([CH3:11])([CH3:10])[CH3:9])[CH:5]=[CH:4][C:3]=1[OH:12].[I-].C[O:15][C:16]([C:18]1([CH2:28][CH3:29])[CH2:22][C:21]2[CH:23]=[C:24]([OH:27])[CH:25]=[CH:26][C:20]=2[O:19]1)=[O:17].[C:30]1(O)[CH:35]=CC=C[CH:31]=1>>[C:8]([C:6]1[CH:5]=[CH:4][C:3]([O:12][CH2:31][CH2:30][CH2:35][O:27][C:24]2[CH:25]=[CH:26][C:20]3[O:19][C:18]([CH2:28][CH3:29])([C:16]([OH:15])=[O:17])[CH2:22][C:21]=3[CH:23]=2)=[C:2]([Cl:1])[CH:7]=1)([CH3:9])([CH3:11])[CH3:10]. Reported procedure: The title compound was prepared following the general procedures described Example 1, Step 3 and Step 4, employing 2-chloro-4-tert-butylphenol instead of 2-chloro-4-(trifluoroethoxy)phenol for the preparation of the iodide and the intermediate prepared in Example 4, Step 1 as the phenol for coupling with the iodide.